This data is from the Open Reaction Database (ORD), a public repository of structured organic reaction records. The task is: describe an organic reaction: reactants, conditions, products, and yield Starting materials: C(=O)C1=C(C=C(C=C1C)/C=C/C(=O)OC)C (methyl (E)-3-(4-formyl-3,5-dimethylphenyl)-acrylate), C([O-])([O-])=O.[K+].[K+] (potassium carbonate), BrCC1=C(C=C(C(=O)OCC2=CC=CC=C2)C=C1)[N+](=O)[O-] (benzyl 4-bromomethyl-3-nitrobenzoate), C1(=CC=CC=C1)P(C1=CC=CC=C1)C1=CC=CC=C1 (triphenylphosphine). The solvent is CN(C)C=O (DMF), C(C)(=O)OCC (ethyl acetate). Reaction conditions: temperature 100 celsius, time 18 hour. Product: COC(=O)/C=C/C1=CC(=C(C(=C1)C)/C=C/C1=C(C=C(C(=O)OCC2=CC=CC=C2)C=C1)[N+](=O)[O-])C (benzyl 4-{(E)-2-[4-((E)-2-methoxycarbonylvinyl)-2,6-dimethylphenyl]-vinyl}-3-nitrobenzoate). As a reaction SMILES: Br[CH2:2][C:3]1[CH:18]=[CH:17][C:6]([C:7]([O:9][CH2:10][C:11]2[CH:16]=[CH:15][CH:14]=[CH:13][CH:12]=2)=[O:8])=[CH:5][C:4]=1[N+:19]([O-:21])=[O:20].C1(P(C2C=CC=CC=2)C2C=CC=CC=2)C=CC=CC=1.[CH:41]([C:43]1[C:48]([CH3:49])=[CH:47][C:46](/[CH:50]=[CH:51]/[C:52]([O:54][CH3:55])=[O:53])=[CH:45][C:44]=1[CH3:56])=O.C(=O)([O-])[O-].[K+].[K+]>CN(C=O)C.C(OCC)(=O)C>[CH3:55][O:54][C:52](/[CH:51]=[CH:50]/[C:46]1[CH:45]=[C:44]([CH3:56])[C:43](/[CH:41]=[CH:2]/[C:3]2[CH:18]=[CH:17][C:6]([C:7]([O:9][CH2:10][C:11]3[CH:16]=[CH:15][CH:14]=[CH:13][CH:12]=3)=[O:8])=[CH:5][C:4]=2[N+:19]([O-:21])=[O:20])=[C:48]([CH3:49])[CH:47]=1)=[O:53] |f:3.4.5|. Procedure: A mixture of benzyl 4-bromomethyl-3-nitrobenzoate (2.06 g, 5.88 mmol) and triphenylphosphine (1.54 g, 5.87 mmol) in DMF (10 mL) was heated at 100° C. for 1 h. To this solution was added methyl (E)-3-(4-formyl-3,5-dimethylphenyl)-acrylate (1.28 g., 5.86 mmol) and potassium carbonate (1.63 g, 11.8 mmol) and the mixture was heated and stirred at 100° C. for 18 h. The reaction was poured into ethyl acetate and extracted with water once and brine.five times. The organic layer was dried, filtered, and... The reactants are CS(=O)(=O)Cl, CN(C)c1ccncc1, CCOC(C)=O, CC(CN=[N+]=[N-])C(O[Si](C)(C)C(C)(C)C)C(CO)NC(=O)OC(C)(C)C, c1ccncc1. The product is CC(CN=[N+]=[N-])C(O[Si](C)(C)C(C)(C)C)C(COS(C)(=O)=O)NC(=O)OC(C)(C)C. Reaction SMILES: [CH3:27][S:28]([Cl:29])(=[O:30])=[O:31].[CH3:38][N:39]([c:40]1[cH:41][cH:42][n:43][cH:44][cH:45]1)[CH3:46].[CH3:47][CH2:48][O:49][C:50](=[O:51])[CH3:52].[N:1](=[N+:2]=[N-:3])[CH2:4][CH:5]([CH:6]([CH:7]([CH2:8][OH:9])[NH:10][C:11]([O:12][C:13]([CH3:14])([CH3:15])[CH3:16])=[O:17])[O:18][Si:19]([CH3:20])([CH3:21])[C:22]([CH3:23])([CH3:24])[CH3:25])[CH3:26].[cH:32]1[cH:33][cH:34][n:35][cH:36][cH:37]1>>[N:1](=[N+:2]=[N-:3])[CH2:4][CH:5]([CH:6]([CH:7]([CH2:8][O:9][S:28]([CH3:27])(=[O:30])=[O:31])[NH:10][C:11]([O:12][C:13]([CH3:14])([CH3:15])[CH3:16])=[O:17])[O:18][Si:19]([CH3:20])([CH3:21])[C:22]([CH3:23])([CH3:24])[CH3:25])[CH3:26].